Dataset: the Open Reaction Database (ORD), a public repository of structured organic reaction records. Task: describe an organic reaction: reactants, conditions, products, and yield Starting materials: Bis(dibenzylidineacetone)palladium, (2′-dicyclohexyl phosphanyl-biphenyl-2-yl)-dimethylamine, CC(C)([O-])C.[K+] (Potassium tert-butoxide), Cl.FC=1C=C2CCNCC2=CC1 (6-fluoro-1,2,3,4-tetrahydroisoquinoline hydrochloride salt), BrC1=CC(=C(C(=C1)C)NC(CC(C)(C)C)=O)Cl (N-(4-bromo-2-chloro-6-methylphenyl)-3,3-dimethylbutanamide). Solvent: C1(=CC=CC=C1)C (toluene). Reaction conditions: time 15 minute. Yields the product ClC1=C(C(=CC(=C1)N1CC2=CC=C(C=C2CC1)F)C)NC(CC(C)(C)C)=O (N-[2-Chloro-4-(6-fluoro-3,4-dihydro-1H-isoquinolin-2-yl)-6-methylphenyl]-3,3-dimethylbutanamide). As a reaction SMILES: CC(C)([O-])C.[K+].Cl.[F:8][C:9]1[CH:10]=[C:11]2[C:16](=[CH:17][CH:18]=1)[CH2:15][NH:14][CH2:13][CH2:12]2.Br[C:20]1[CH:25]=[C:24]([CH3:26])[C:23]([NH:27][C:28](=[O:34])[CH2:29][C:30]([CH3:33])([CH3:32])[CH3:31])=[C:22]([Cl:35])[CH:21]=1>C1(C)C=CC=CC=1>[Cl:35][C:22]1[CH:21]=[C:20]([N:14]2[CH2:13][CH2:12][C:11]3[C:16](=[CH:17][CH:18]=[C:9]([F:8])[CH:10]=3)[CH2:15]2)[CH:25]=[C:24]([CH3:26])[C:23]=1[NH:27][C:28](=[O:34])[CH2:29][C:30]([CH3:32])([CH3:31])[CH3:33] |f:0.1,2.3|. Reported procedure: Bis(dibenzylidineacetone)palladium (2 mg, 0.0035 mmol) and (2′-dicyclohexyl phosphanyl-biphenyl-2-yl)-dimethylamine (3.3 mg, 0.0084 mmol) were added to dry toluene (10 mL purged with argon) and stirred for 15 minutes under argon. Potassium tert-butoxide (197 mg, 1.75 mmol), 6-fluoro-1,2,3,4-tetrahydroisoquinoline hydrochloride salt (121 mg, 0.65 mmol) and N-(4-bromo-2-chloro-6-methylphenyl)-3,3-dimethylbutanamide (200 mg, 0.63 mmol) were then added and the reaction mixture was stirred at 90° C. ... The reactants are CS(C)=O, CCOC(=O)OCCOC(=O)C(OC(=O)C(C)C)C(C)(C)COS(=O)(=O)CCCCl, [N-]=[N+]=[N-], [Na+]. The product is CCOC(=O)OCCOC(=O)C(OC(=O)C(C)C)C(C)(C)COS(=O)(=O)CCCN=[N+]=[N-]. RXN SMILES: [CH3:35][S:36](=[O:37])[CH3:38].[Cl:1][CH2:2][CH2:3][CH2:4][S:5](=[O:6])(=[O:7])[O:8][CH2:9][C:10]([CH:11]([C:12](=[O:13])[O:14][CH2:15][CH2:16][O:17][C:18](=[O:19])[O:20][CH2:21][CH3:22])[O:23][C:24]([CH:25]([CH3:26])[CH3:27])=[O:28])([CH3:29])[CH3:30].[N-:32]=[N+:33]=[N-:34].[Na+:31]>>[CH2:2]([CH2:3][CH2:4][S:5](=[O:6])(=[O:7])[O:8][CH2:9][C:10]([CH:11]([C:12](=[O:13])[O:14][CH2:15][CH2:16][O:17][C:18](=[O:19])[O:20][CH2:21][CH3:22])[O:23][C:24]([CH:25]([CH3:26])[CH3:27])=[O:28])([CH3:29])[CH3:30])[N:32]=[N+:33]=[N-:34]. The reactants are Cl.N12CCCC2(CCC1)CC(=O)Cl ((1-Azabicyclo[3.3.0]octan-5-yl)acetyl chloride hydrochloride), CC(=CCSCCN)CCC=C(CCC=C(CCC=C(CCC=C(CCC=C(CCC=C(CCC=C(CCC=C(CCC=C(C)C)C)C)C)C)C)C)C)C (2-(3,7,11,15,19,23,27,31,35,39-decamethyl-2,6,10,14,18,22,26,30,34,38-tetracontadecaen-1-ylthio)ethylamine), Cl.N12CCCC2(CCC1)CC(=O)Cl ((1-Azabicyclo[3.3.0]octan-5-yl)acetyl chloride hydrochloride). Solvent: N1=CC=CC=C1 (pyridine). Conditions: temperature 25 celsius, time 3 hour. Product: CC(=CCSCCNC(CC12CCCN2CCC1)=O)CCC=C(CCC=C(CCC=C(CCC=C(CCC=C(CCC=C(CCC=C(CCC=C(CCC=C(C)C)C)C)C)C)C)C)C)C (N-[2-(3,7,11,15,19,23,27,31,35,39-Decamethyl-2,6,10,14,18,22,26,30,34,38-tetracontadecaen-1-ylthio)ethyl]-(1-azabicyclo[3.3.0]octan-5-yl)acetamide). Isolated yield 86.5%. As a reaction SMILES: Cl.[N:2]12[CH2:9][CH2:8][CH2:7][C:6]1([CH2:10][C:11](Cl)=[O:12])[CH2:5][CH2:4][CH2:3]2.[CH3:14][C:15]([CH2:22][CH2:23][CH:24]=[C:25]([CH3:67])[CH2:26][CH2:27][CH:28]=[C:29]([CH3:66])[CH2:30][CH2:31][CH:32]=[C:33]([CH3:65])[CH2:34][CH2:35][CH:36]=[C:37]([CH3:64])[CH2:38][CH2:39][CH:40]=[C:41]([CH3:63])[CH2:42][CH2:43][CH:44]=[C:45]([CH3:62])[CH2:46][CH2:47][CH:48]=[C:49]([CH3:61])[CH2:50][CH2:51][CH:52]=[C:53]([CH3:60])[CH2:54][CH2:55][CH:56]=[C:57]([CH3:59])[CH3:58])=[CH:16][CH2:17][S:18][CH2:19][CH2:20][NH2:21]>N1C=CC=CC=1>[CH3:14][C:15]([CH2:22][CH2:23][CH:24]=[C:25]([CH3:67])[CH2:26][CH2:27][CH:28]=[C:29]([CH3:66])[CH2:30][CH2:31][CH:32]=[C:33]([CH3:65])[CH2:34][CH2:35][CH:36]=[C:37]([CH3:64])[CH2:38][CH2:39][CH:40]=[C:41]([CH3:63])[CH2:42][CH2:43][CH:44]=[C:45]([CH3:62])[CH2:46][CH2:47][CH:48]=[C:49]([CH3:61])[CH2:50][CH2:51][CH:52]=[C:53]([CH3:60])[CH2:54][CH2:55][CH:56]=[C:57]([CH3:59])[CH3:58])=[CH:16][CH2:17][S:18][CH2:19][CH2:20][NH:21][C:11](=[O:12])[CH2:10][C:6]12[CH2:7][CH2:8][CH2:9][N:2]1[CH2:3][CH2:4][CH2:5]2 |f:0.1|. Procedure details: (1-Azabicyclo[3.3.0]octan-5-yl)acetyl chloride hydrochloride (2.00 g, 8.93 mmol) was added to a solution of 2-(3,7,11,15,19,23,27,31,35,39-decamethyl-2,6,10,14,18,22,26,30,34,38-tetracontadecaen-1-ylthio)ethylamine (5.00 g, 6.61 mmol, prepared as described in Example 4) in 75 ml of pyridine at the temperature below 20° C. and the solution was stirred at 25° C. for 3 hours. (1-Azabicyclo[3.3.0]octan-5-yl)acetyl chloride hydrochloride (0.9 g, 4.02 mmol) was further added to the reaction mixture at... Conditions: temperature 120 celsius. As a reaction SMILES: [Cl:1][C:2]1[CH:3]=[CH:4][CH:5]=[C:6]2[C:10]=1[N:9]([CH2:11][CH2:12][CH2:13][NH:14][S:15]([CH3:18])(=[O:17])=[O:16])[C:8]([CH3:19])=[CH:7]2.[OH2:20].Cl.[C:22](Cl)(=[O:26])C(Cl)=O>>[Cl:1][C:2]1[CH:3]=[CH:4][CH:5]=[C:6]2[C:10]=1[N:9]([CH2:11][CH2:12][CH2:13][NH:14][S:15]([CH3:18])(=[O:16])=[O:17])[C:8]([CH3:19])=[C:7]2[C:22]([OH:26])=[O:20]. The reactants are O (water), ClC=1C=CC=C2C=C(N(C12)CCCNS(=O)(=O)C)C (7-chloro-2-methyl-1-[3-(methylsulfonylamino)propyl]indole), C(C(=O)Cl)(=O)Cl (oxalyl chloride), Cl (HCl). Procedure: Under nitrogen, 2 g of 7-chloro-2-methyl-1-[3-(methylsulfonylamino)propyl]indole are dissolved in 16 ml of TCE at AT and 0.645 ml of oxalyl chloride in 7 ml of TCE is added. The mixture is heated at 120° C. for 16 hours and then cooled to AT. The reaction medium is diluted by adding 20 ml of water and is then poured onto 50 ml of a 10% HCl solution. The mixture is separated by settling out and the aqueous phase is then washed with DCM. The organic phases are combined and then washed with a satur... The product is ClC=1C=CC=C2C(=C(N(C12)CCCNS(=O)(=O)C)C)C(=O)O (7-Chloro-2-methyl-1-(3-((methyl-sulfonyl)amino)propyl)-1H-indole-3-carboxylic acid).